describe an organic reaction: reactants, conditions, products, and yield From a dataset of the Open Reaction Database (ORD), a public repository of structured organic reaction records. Starting materials: COCC1(CCN(CC1)CCC1=CC=CC=C1)NC1=CC=CC=C1 (4-(methoxymethyl)-N-phenyl-1-(2-phenylethyl)-4-piperidinamine), C(CCC)(=O)OC(CCC)=O (butanoic acid, anhydride), [OH-].[NH4+] (ammonium hydroxide). Yields the product C(C(=O)O)(=O)O.COCC1(CCN(CC1)CCC1=CC=CC=C1)N(C(CCC)=O)C1=CC=CC=C1 (N-[4-(methoxymethyl)-1-(2-phenylethyl)-4-piperidinyl]-N-phenylbutanamide ethanedioate). As a reaction SMILES: [CH3:1][O:2][CH2:3][C:4]1([NH:18][C:19]2[CH:24]=[CH:23][CH:22]=[CH:21][CH:20]=2)[CH2:9][CH2:8][N:7]([CH2:10][CH2:11][C:12]2[CH:17]=[CH:16][CH:15]=[CH:14][CH:13]=2)[CH2:6][CH2:5]1.[C:25]([O:30][C:31](=[O:35])[CH2:32]CC)(=[O:29])[CH2:26][CH2:27][CH3:28].[OH-:36].[NH4+]>>[C:31]([OH:30])(=[O:35])[C:32]([OH:2])=[O:36].[CH3:1][O:2][CH2:3][C:4]1([N:18]([C:19]2[CH:20]=[CH:21][CH:22]=[CH:23][CH:24]=2)[C:25](=[O:29])[CH2:26][CH2:27][CH3:28])[CH2:9][CH2:8][N:7]([CH2:10][CH2:11][C:12]2[CH:13]=[CH:14][CH:15]=[CH:16][CH:17]=2)[CH2:6][CH2:5]1 |f:2.3,4.5|. Procedure: A mixture of 3 parts of 4-(methoxymethyl)-N-phenyl-1-(2-phenylethyl)-4-piperidinamine and 5 parts of butanoic acid, anhydride is stirred and refluxed for 8 hours. The reaction mixture is poured onto water and the whole is alkalized with ammonium hydroxide. The product is extracted with trichloromethane. The extract is washed with water, dried, filtered and evaporated. The oily residue is stirred in 1,1'-oxybisethane with activated charcoal. The latter is filtered off and the filtrate is evaporat...